From a dataset of the Open Reaction Database (ORD), a public repository of structured organic reaction records. describe an organic reaction: reactants, conditions, products, and yield Reactants: C1CCOC1, CCC(C)(C)[Mg+], COC(=O)C(=O)N1COCC1C(=O)OC, [Cl-]. Yields the product CCC(C)(C)C(=O)C(=O)N1COCC1C(=O)OC. As a reaction SMILES: [CH2:23]1[O:24][CH2:25][CH2:26][CH2:27]1.[CH3:17][C:18]([CH2:19][CH3:20])([CH3:21])[Mg+:22].[CH3:1][O:2][C:3](=[O:4])[CH:5]1[N:6]([C:10]([C:11]([O:13][CH3:12])=[O:14])=[O:15])[CH2:7][O:8][CH2:9]1.[Cl-:16]>>[CH3:1][O:2][C:3](=[O:4])[CH:5]1[N:6]([C:10]([C:11](=[O:13])[C:18]([CH3:17])([CH2:19][CH3:20])[CH3:21])=[O:15])[CH2:7][O:8][CH2:9]1.